From a dataset of the Open Reaction Database (ORD), a public repository of structured organic reaction records. describe an organic reaction: reactants, conditions, products, and yield Starting materials: IN1C(CCC1=O)=O (N-iodosuccinimide), COC(NC1=CC(=C(C=C1)Br)C)=O ((4-bromo-3-methyl-phenyl)-carbamic acid methyl ester), FC(S(=O)(=O)O)(F)F (trifluoromethanesulfonic acid). The solvent is C(C)#N (acetonitrile). Run at time 18 hour. Product: COC(NC1=C(C=C(C(=C1)C)Br)I)=O ((4-bromo-2-iodo-5-methyl-phenyl)-carbamic acid methyl ester). Isolated yield 76.5%. Reaction SMILES: [CH3:1][O:2][C:3](=[O:13])[NH:4][C:5]1[CH:10]=[CH:9][C:8]([Br:11])=[C:7]([CH3:12])[CH:6]=1.[I:14]N1C(=O)CCC1=O.FC(F)(F)S(O)(=O)=O>C(#N)C>[CH3:1][O:2][C:3](=[O:13])[NH:4][C:5]1[CH:6]=[C:7]([CH3:12])[C:8]([Br:11])=[CH:9][C:10]=1[I:14]. Procedure details: To a solution of 5.00 g (4-bromo-3-methyl-phenyl)-carbamic acid methyl ester in 50 ml acetonitrile were added at 0° C. 4.84 g N-iodosuccinimide and 0.18-ml trifluoromethanesulfonic acid. The mixture was stirred 18 h at room temperature. The solid was collected by filtration, washed with cold acetonitrile and dried to constant weight to yield 5.80 g (4-bromo-2-iodo-5-methyl-phenyl)-carbamic acid methyl ester as white crystals melting at 140-141° C. Starting materials: O=C(Cl)c1ccccc1, ClCCl, O=C(NC1CCNCC1)c1ccc(F)cc1, O, c1ccncc1. Yields the product O=C(NC1CCN(C(=O)c2ccccc2)CC1)c1ccc(F)cc1. As a reaction SMILES: [C:23]([c:24]1[cH:25][cH:26][cH:27][cH:28][cH:29]1)(=[O:30])[Cl:31].[Cl:33][CH2:34][Cl:35].[NH:1]1[CH2:2][CH2:3][CH:4]([NH:7][C:8]([c:9]2[cH:10][cH:11][c:12]([F:15])[cH:13][cH:14]2)=[O:16])[CH2:5][CH2:6]1.[OH2:32].[cH:17]1[cH:18][cH:19][n:20][cH:21][cH:22]1>>[N:1]1([C:23]([c:24]2[cH:25][cH:26][cH:27][cH:28][cH:29]2)=[O:30])[CH2:2][CH2:3][CH:4]([NH:7][C:8]([c:9]2[cH:10][cH:11][c:12]([F:15])[cH:13][cH:14]2)=[O:16])[CH2:5][CH2:6]1. Reactants: C(C1=CC=CC=C1)OC(=O)N1C(CN(CC1)C(=O)OC(C)(C)C)C(=O)O (1-benzyloxycarbonyl-4-(t-butoxycarbonyl)-piperazine-2-carboxylic acid), N1CCOCC1 (morpholine). The product is C(C1=CC=CC=C1)OC(=O)N1C(CN(CC1)C(=O)OC(C)(C)C)C(=O)N1CCOCC1 (1-benzyloxycarbonyl-4-(t-butoxycarbonyl)-2-[(morpholin-4-yl)carbonyl]piperazine). Reaction SMILES: [CH2:1]([O:8][C:9]([N:11]1[CH2:16][CH2:15][N:14]([C:17]([O:19][C:20]([CH3:23])([CH3:22])[CH3:21])=[O:18])[CH2:13][CH:12]1[C:24]([OH:26])=O)=[O:10])[C:2]1[CH:7]=[CH:6][CH:5]=[CH:4][CH:3]=1.[NH:27]1[CH2:32][CH2:31][O:30][CH2:29][CH2:28]1>>[CH2:1]([O:8][C:9]([N:11]1[CH2:16][CH2:15][N:14]([C:17]([O:19][C:20]([CH3:21])([CH3:22])[CH3:23])=[O:18])[CH2:13][CH:12]1[C:24]([N:27]1[CH2:32][CH2:31][O:30][CH2:29][CH2:28]1)=[O:26])=[O:10])[C:2]1[CH:7]=[CH:6][CH:5]=[CH:4][CH:3]=1. Procedure details: Using 1-benzyloxycarbonyl-4-(t-butoxycarbonyl)-piperazine-2-carboxylic acid and morpholine, 1-benzyloxycarbonyl-4-(t-butoxycarbonyl)-2-[(morpholin-4-yl)carbonyl]piperazine was obtained in a similar manner to Example 4 to be mentioned below. In ethyl acetate, a 4M hydrogen chloride/ethyl acetate solution was added thereto and the whole was reacted to obtain 1-benzyloxycarbonyl-2-[(morpholin-4-yl)carbonyl]piperazine. The compound was heated to reflux for 1 day in toluene in the presence of bromobe... Reactants: CC1(CC(CC(C1)(C)C)C1=C(C=CC=C1)N1CCNCC1)C (1-[2-(3,3,5,5-tetramethylcyclohexyl)phenyl]piperazine), C(O)([O-])=O.[Na+] (sodium hydrogencarbonate), crude product, CC1C(C1)C=O (2-methyl-1-cyclopropanecarbaldehyde), C(C)(=O)O[BH-](OC(C)=O)OC(C)=O.[Na+] (sodium triacetoxyborohydride), C(C)(=O)O (acetic acid). Run in O (water), C(C)(=O)OCC (Ethyl acetate), C(C)(=O)OCC (ethyl acetate), O1CCCC1 (tetrahydrofuran). Conditions: time 30 minute. Yields the product CC1C(C1)CN1CCN(CC1)C1=C(C=CC=C1)C1CC(CC(C1)(C)C)(C)C (1-(2-methylcyclopropylmethyl)-4-[2-(3,3,5,5-tetramethylcyclohexyl)phenyl]piperazine). Isolated yield 44.2%. Reaction SMILES: [CH3:1][C:2]1([CH3:22])[CH2:7][C:6]([CH3:9])([CH3:8])[CH2:5][CH:4]([C:10]2[CH:15]=[CH:14][CH:13]=[CH:12][C:11]=2[N:16]2[CH2:21][CH2:20][NH:19][CH2:18][CH2:17]2)[CH2:3]1.[CH3:23][CH:24]1[CH2:26][CH:25]1[CH:27]=O.C(O[BH-](OC(=O)C)OC(=O)C)(=O)C.[Na+].C(O)(=O)C.C(=O)([O-])O.[Na+]>C(OCC)(=O)C.O.O1CCCC1>[CH3:23][CH:24]1[CH2:26][CH:25]1[CH2:27][N:19]1[CH2:18][CH2:17][N:16]([C:11]2[CH:12]=[CH:13][CH:14]=[CH:15][C:10]=2[CH:4]2[CH2:3][C:2]([CH3:22])([CH3:1])[CH2:7][C:6]([CH3:8])([CH3:9])[CH2:5]2)[CH2:21][CH2:20]1 |f:2.3,5.6|. Procedure details: To a mixture of 1-[2-(3,3,5,5-tetramethylcyclohexyl)phenyl]piperazine (300 mg, 1 mmol) produced in Example (8b), the crude product of 2-methyl-1-cyclopropanecarbaldehyde produced in Example (96a) (365 mg) and tetrahydrofuran (10 mL) were added sodium triacetoxyborohydride (424 mg, 2 mmol) and acetic acid (0.057 mL, 1 mmol) in that order, followed by stirring for 15 hours and 30 minutes at room temperature. Ethyl acetate, saturated aqueous solution of sodium hydrogencarbonate and water were added... The reactants are ClC=1C(=NC=NC1Cl)N (5,6-dichloropyrimidin-4-amine), O(C1=CC=CC=C1)C1=CC=C(C=C1)B(O)O (4-phenoxyphenylboronic acid), NCC1(CCN(CC1)C(=O)OC(C)(C)C)F (tert-butyl 4-(aminomethyl)-4-fluoropiperidine-1-carboxylate), Cl.CN(C/C=C/C(=O)O)C ((E)-4-(dimethylamino)but-2-enoic acid hydrochloride). The product is NC1=C(C(=NC=N1)NCC1(CCN(CC1)C(\C=C\CN(C)C)=O)F)C1=CC=C(C=C1)OC1=CC=CC=C1 ((E)-1-(4-(((6-amino-5-(4-phenoxyphenyl)pyrimidin-4-yl)amino)methyl)-4-fluoropiperidin-1-yl)-4-(dimethylamino)but-2-en-1-one). Yield: 15.9%. As a reaction SMILES: Cl[C:2]1[C:3]([NH2:9])=[N:4][CH:5]=[N:6][C:7]=1Cl.[O:10]([C:17]1[CH:22]=[CH:21][C:20](B(O)O)=[CH:19][CH:18]=1)[C:11]1[CH:16]=[CH:15][CH:14]=[CH:13][CH:12]=1.[NH2:26][CH2:27][C:28]1([F:41])[CH2:33][CH2:32][N:31]([C:34]([O:36]C(C)(C)C)=O)[CH2:30][CH2:29]1.Cl.[CH3:43][N:44]([CH3:51])[CH2:45]/[CH:46]=[CH:47]/C(O)=O>>[NH2:9][C:3]1[N:4]=[CH:5][N:6]=[C:7]([NH:26][CH2:27][C:28]2([F:41])[CH2:29][CH2:30][N:31]([C:34](=[O:36])/[CH:47]=[CH:46]/[CH2:45][N:44]([CH3:51])[CH3:43])[CH2:32][CH2:33]2)[C:2]=1[C:20]1[CH:21]=[CH:22][C:17]([O:10][C:11]2[CH:16]=[CH:15][CH:14]=[CH:13][CH:12]=2)=[CH:18][CH:19]=1 |f:3.4|. Reported procedure: (E)-1-(4-(((6-amino-5-(4-phenoxyphenyl)pyrimidin-4-yl)amino)methyl)-4-fluoropiperidin-1-yl)-4-(dimethylamino)but-2-en-1-one was prepared 5,6-dichloropyrimidin-4-amine, 4-phenoxyphenylboronic acid, tert-butyl 4-(aminomethyl)-4-fluoropiperidine-1-carboxylate and (E)-4-(dimethylamino)but-2-enoic acid hydrochloride with method S1, S2, S3, S4A. Yield 15.9%. 1H NMR (CD3OD) δ 8.26 (s, 1H), 7.14-7.40 (m, 9H), 6.93 (d, 1H), 6.74 (m, 1H), 4.47 (d, 1H), 3.98 (m, 3H), 3.75 (d, 2H), 3.41 (t, 1H), 3.03 (t, 1H...